Dataset: the Open Reaction Database (ORD), a public repository of structured organic reaction records. Task: describe an organic reaction: reactants, conditions, products, and yield Reactants: C(C)(=O)O (Acetic acid), C(C)OC1=CC(=C(C=C1)OB(O)O)C(F)(F)F (4-ethoxy-2-trifluoromethylphenylboric Acid), S(=O)(O)[O-].[Na+] (sodium hydrogen sulfite), O.OO (hydrogen peroxide water). The solvent is C1CCOC1 (THF). Reaction conditions: temperature 0 celsius. The product is C(C)OC1=CC(=C(C=C1)O)C(F)(F)F (4-ethoxy-2-trifluoromethylphenol). Yield: 97.7%. Reaction SMILES: C(O)(=O)C.[CH2:5]([O:7][C:8]1[CH:13]=[CH:12][C:11]([O:14]B(O)O)=[C:10]([C:18]([F:21])([F:20])[F:19])[CH:9]=1)[CH3:6].O.OO.S([O-])(O)=O.[Na+]>C1COCC1>[CH2:5]([O:7][C:8]1[CH:13]=[CH:12][C:11]([OH:14])=[C:10]([C:18]([F:19])([F:20])[F:21])[CH:9]=1)[CH3:6] |f:2.3,4.5|. Procedure details: Acetic acid (21.3 g) was added to a mixture of THF (200 mL) and Compound (d) (8.28 g) at room temperature, and the mixture was stirred at 0° C. under a nitrogen atmosphere. After adding 30% hydrogen peroxide water (40.1 g) dropwise, the resulting reaction mixture was carefully heated and stirred at 50° C. for 4 hours. Saturated aqueous sodium hydrogen sulfite (200 mL) was then slowly added dropwise at 0° C., and the reaction mixture was extracted three times with ether. The organic layers were c... Reactants: C(C)(C)N1CCC(CC1)OC1=CC=2C=C3N(C2C=C1)CCNC3=O (8-(1-Isopropyl-piperidin-4-yloxy)-3,4-dihydro-2H-pyrazino[1,2-a]indol-1-one), [H-].[Na+] (sodium hydride), BrC(C)C (2-bromopropane). Product: C(C)(C)N1C(C=2N(C=3C=CC(=CC3C2)OC2CCN(CC2)C(C)C)CC1)=O (2-Isopropyl-8-(1-isopropyl-piperidin-4-yloxy)-3,4-dihydro-2H-pyrazino[1,2-a]indol-1-one). Yield: 10.0%. Reaction SMILES: [CH:1]([N:4]1[CH2:9][CH2:8][CH:7]([O:10][C:11]2[CH:19]=[CH:18][C:17]3[N:16]4[CH2:20][CH2:21][NH:22][C:23](=[O:24])[C:15]4=[CH:14][C:13]=3[CH:12]=2)[CH2:6][CH2:5]1)([CH3:3])[CH3:2].[H-].[Na+].Br[CH:28]([CH3:30])[CH3:29]>>[CH:28]([N:22]1[CH2:21][CH2:20][N:16]2[C:17]3[CH:18]=[CH:19][C:11]([O:10][CH:7]4[CH2:8][CH2:9][N:4]([CH:1]([CH3:3])[CH3:2])[CH2:5][CH2:6]4)=[CH:12][C:13]=3[CH:14]=[C:15]2[C:23]1=[O:24])([CH3:30])[CH3:29] |f:1.2|. Procedure details: The title compound was synthesized in analogy to example 17, from 8-(1-isopropyl-piperidin-4-yloxy)-3,4-dihydro-2H-pyrazino[1,2-a]indol-1-one (example 1), sodium hydride and 2-bromopropane, to give the desired product as white solid (10%).